Dataset: the Open Reaction Database (ORD), a public repository of structured organic reaction records. Task: describe an organic reaction: reactants, conditions, products, and yield The reactants are ClC1=CC=C(CN2C(=CC3=CC=CC=C23)C(=O)N2CCC(CC2)C(=O)O)C=C1 (1-(1-(4-chlorobenzyl)-1H-indole-2-carbonyl)piperidine-4-carboxylic acid), ON1N=NC2=C1C=CC=C2 (1-hydroxybenzotriazole), CCN=C=NCCCN(C)C (EDCI), CCN(C(C)C)C(C)C (Hunig's Base), N1=CC=C(C=C1)CCN (2-(pyridin-4-yl)ethanamine). The solvent is C(Cl)Cl (DCM). Run at time 10 minute. Yields the product ClC1=CC=C(CN2C(=CC3=CC=CC=C23)C(=O)N2CCC(CC2)C(=O)NCCC2=CC=NC=C2)C=C1 (1-(1-(4-chlorobenzyl)-1H-indole-2-carbonyl)-N-(2-(pyridin-4-yl)ethyl)piperidine-4-carboxamide). Reaction SMILES: [Cl:1][C:2]1[CH:28]=[CH:27][C:5]([CH2:6][N:7]2[C:15]3[C:10](=[CH:11][CH:12]=[CH:13][CH:14]=3)[CH:9]=[C:8]2[C:16]([N:18]2[CH2:23][CH2:22][CH:21]([C:24]([OH:26])=O)[CH2:20][CH2:19]2)=[O:17])=[CH:4][CH:3]=1.ON1C2C=CC=CC=2N=N1.CCN=C=NCCCN(C)C.CCN(C(C)C)C(C)C.[N:59]1[CH:64]=[CH:63][C:62]([CH2:65][CH2:66][NH2:67])=[CH:61][CH:60]=1>C(Cl)Cl>[Cl:1][C:2]1[CH:28]=[CH:27][C:5]([CH2:6][N:7]2[C:15]3[C:10](=[CH:11][CH:12]=[CH:13][CH:14]=3)[CH:9]=[C:8]2[C:16]([N:18]2[CH2:23][CH2:22][CH:21]([C:24]([NH:67][CH2:66][CH2:65][C:62]3[CH:63]=[CH:64][N:59]=[CH:60][CH:61]=3)=[O:26])[CH2:20][CH2:19]2)=[O:17])=[CH:4][CH:3]=1. Procedure details: 1-(1-(4-chlorobenzyl)-1H-indole-2-carbonyl)piperidine-4-carboxylic acid (390 mg, 0.982 mmol), 1-hydroxybenzotriazole (221 mg, 1.637 mmol) and EDCI (314 mg, 1.637 mmol) were dissolved in DCM (Volume: 4.0 ml). The suspension was stirred at room temperature for 10 minutes where it turned clear. Hunig's Base (0.286 ml, 1.637 mmol) and 2-(pyridin-4-yl)ethanamine (0.098 ml, 0.819 mmol) were added. The reaction was stirred at room temperature overnight. The reaction was concentrated and triturated with... The reactants are BrC1=CC=CC(=N1)N1N=CC=2C=NC(=CC21)Cl (1-(6-bromo-2-pyridyl)-6-chloro-pyrazolo[4,3-c]pyridine), C(C)(C)(C)OC(=O)N1CCC(=CC1)B1OC(C(O1)(C)C)(C)C (4-(4,4,5,5-tetramethyl-[1,3,2]-dioxaborolan-2-yl)-3,6-dihydro-2 h-pyridine-1-carboxylic acid tert-butyl ester), C(C)(=O)[O-].[K+] (Potassium acetate), O (Water), O (Water). The reagents and catalysts are C1=CC=C(C=C1)P([C-]2C=CC=C2)C3=CC=CC=C3.C1=CC=C(C=C1)P([C-]2C=CC=C2)C3=CC=CC=C3.Cl[Pd]Cl.[Fe+2] (1,1′-Bis(diphenylphosphino)ferrocenepalladium(II) chloride). The solvent is C(C)#N (Acetonitrile), C([O-])([O-])=O.[Na+].[Na+] (Sodium carbonate). Run at temperature 95 celsius, time 2 hour. The product is ClC1=CC2=C(C=N1)C=NN2C2=CC=CC(=N2)C=2CCN(CC2)C(=O)OC(C)(C)C (tert-butyl 4-[6-(6-chloropyrazolo[4,3-c]pyridin-1-yl)-2-pyridyl]-3,6-dihydro-2H-pyridine-1-carboxylate). The yield is 92.6%. RXN SMILES: Br[C:2]1[N:7]=[C:6]([N:8]2[C:16]3[CH:15]=[C:14]([Cl:17])[N:13]=[CH:12][C:11]=3[CH:10]=[N:9]2)[CH:5]=[CH:4][CH:3]=1.[C:18]([O:22][C:23]([N:25]1[CH2:30][CH:29]=[C:28](B2OC(C)(C)C(C)(C)O2)[CH2:27][CH2:26]1)=[O:24])([CH3:21])([CH3:20])[CH3:19].C([O-])(=O)C.[K+].O>C(#N)C.C(=O)([O-])[O-].[Na+].[Na+].C1C=CC(P(C2C=CC=CC=2)[C-]2C=CC=C2)=CC=1.C1C=CC(P(C2C=CC=CC=2)[C-]2C=CC=C2)=CC=1.Cl[Pd]Cl.[Fe+2]>[Cl:17][C:14]1[N:13]=[CH:12][C:11]2[CH:10]=[N:9][N:8]([C:6]3[N:7]=[C:2]([C:28]4[CH2:29][CH2:30][N:25]([C:23]([O:22][C:18]([CH3:21])([CH3:20])[CH3:19])=[O:24])[CH2:26][CH:27]=4)[CH:3]=[CH:4][CH:5]=3)[C:16]=2[CH:15]=1 |f:2.3,6.7.8,9.10.11.12|. Reported procedure: To a solution of 1-(6-bromo-2-pyridyl)-6-chloro-pyrazolo[4,3-c]pyridine (150 mg, 0.485 mmol), 4-(4,4,5,5-tetramethyl-[1,3,2]-dioxaborolan-2-yl)-3,6-dihydro-2 h-pyridine-1-carboxylic acid tert-butyl ester (180 mg, 0.581 mmol), and 1,1′-Bis(diphenylphosphino)ferrocenepalladium(II) chloride (32 mg, 0.039 mmol) in Acetonitrile 5.0 mL was added 1.00 M of Potassium acetate in Water (0.73 mL, 0.73 mmol) and 1.00 M of Sodium carbonate in Water (0.73 mL, 0.73 mmol). The reaction mixture was stirred at 95...